Dataset: the Open Reaction Database (ORD), a public repository of structured organic reaction records. Task: describe an organic reaction: reactants, conditions, products, and yield Procedure details: To a solution of 27.50 g of (1R,3S,5R)-2,2-dimethyl-propionic acid 3-(tert-butyl-dimethyl-silanyloxy)-5-hydroxy-cyclohexyl ester in 250 ml of dichloromethane was subsequently added at 0° a solution of 0.713 g of KBr and 2.656 g of NaHCO3 in 250 ml of water and 200 mg of 2,2,6,6-tetramethyl-piperidine-1-oxyl, radical. The stirred mixture was treated at 0° with 61.9 g of NaOCl (11.0%) over 1 h after which time t.l.c. showed completion of the reaction. The layers were separated, the organic layer w... As a reaction SMILES: [C:1]([Si:5]([CH3:22])([CH3:21])[O:6][C@H:7]1[CH2:12][C@H:11]([OH:13])[CH2:10][C@@H:9]([O:14][C:15](=[O:20])[C:16]([CH3:19])([CH3:18])[CH3:17])[CH2:8]1)([CH3:4])([CH3:3])[CH3:2].[K+].[Br-].C([O-])(O)=O.[Na+].[O-]Cl.[Na+]>ClCCl.O>[C:1]([Si:5]([CH3:22])([CH3:21])[O:6][C@@H:7]1[CH2:12][C:11](=[O:13])[CH2:10][C@@H:9]([O:14][C:15](=[O:20])[C:16]([CH3:19])([CH3:18])[CH3:17])[CH2:8]1)([CH3:4])([CH3:3])[CH3:2] |f:1.2,3.4,5.6|. Product: C(C)(C)(C)[Si](O[C@H]1C[C@@H](CC(C1)=O)OC(C(C)(C)C)=O)(C)C ((1S,3S)-2,2-dimethyl-propionic acid 3-(tert-butyl-dimethyl-silanyloxy)-5-oxo-cyclohexyl ester). Starting materials: [O-]Cl.[Na+] (NaOCl), C(C)(C)(C)[Si](O[C@@H]1C[C@@H](C[C@H](C1)O)OC(C(C)(C)C)=O)(C)C ((1R,3S,5R)-2,2-dimethyl-propionic acid 3-(tert-butyl-dimethyl-silanyloxy)-5-hydroxy-cyclohexyl ester), [K+].[Br-] (KBr), C(=O)(O)[O-].[Na+] (NaHCO3). The solvent is ClCCl (dichloromethane), O (water), 2,2,6,6-tetramethyl-piperidine-1-oxyl. Starting materials: CN1C(NCC=2C1=NC(=NC2)NC2=CC=C(C=C2)N2CCN(CC2)C)=O (1-methyl-7-[4-(4-methylpiperazin-1-yl)phenylamino]-3,4-dihydro-pyrimido[4,5-d]pyrimidin-2(1H)-one), FC(C(=O)O)(F)F (trifluoroacetic acid), CC(C)([O-])C.[K+] (potassium tert-butoxide). The solvent is O1CCCC1 (tetrahydrofuran). Reaction conditions: time 48 hour. Product: CN1C(N=CC=2C1=NC(=NC2)NC2=CC=C(C=C2)N2CCN(CC2)C)=O (1-Methyl-7-[4-(4-methylpiperazin-1-yl)phenylamino]pyrimido[4,5-d]pyrimidin-2(1H)-one). Yield: 62.6%. As a reaction SMILES: [CH3:1][N:2]1[C:7]2=[N:8][C:9]([NH:12][C:13]3[CH:18]=[CH:17][C:16]([N:19]4[CH2:24][CH2:23][N:22]([CH3:25])[CH2:21][CH2:20]4)=[CH:15][CH:14]=3)=[N:10][CH:11]=[C:6]2[CH2:5][NH:4][C:3]1=[O:26].FC(F)(F)C(O)=O.CC(C)([O-])C.[K+]>O1CCCC1>[CH3:1][N:2]1[C:7]2=[N:8][C:9]([NH:12][C:13]3[CH:14]=[CH:15][C:16]([N:19]4[CH2:20][CH2:21][N:22]([CH3:25])[CH2:23][CH2:24]4)=[CH:17][CH:18]=3)=[N:10][CH:11]=[C:6]2[CH:5]=[N:4][C:3]1=[O:26] |f:2.3|. Procedure details: Prepared from 250 mg (0.50 mmol) of 1-methyl-7-[4-(4-methylpiperazin-1-yl)phenylamino]-3,4-dihydro-pyrimido[4,5-d]pyrimidin-2(1H)-one, trifluoroacetic acid and 336 mg (2.99 mmol) of potassium tert-butoxide in 12 mL of tetrahydrofuran. The reaction mixture is stirred for 48 hours. After the workup, the semi-solid is triturated in diethyl ether, and the powder is collected and dried to give 110 mg (61%) of the title compound: mp 259-260° C. (dec). Starting materials: Cl (hydrochloric acid), ClC1=C(C(=CC=C1)Cl)C1CC2=C(C(=CO2)C)C(C1)=O (6-(2,6-dichlorophenyl)-3-methyl-4,5,6,7-tetrahydrobenzofuran-4-one), C(=N)(N)NN.Cl (aminoguanidine hydrochloride). Solvent: C(C)O (ethanol). Run at temperature 90 celsius, time 2 hour. Yields the product Cl.ClC1=C(C(=CC=C1)Cl)C1CC2=C(C(=CO2)C)/C(/C1)=N/NC(=N)N ((E)-6-(2,6-dichlorophenyl)-4-guanidinoimino-3-methyl-4,5,6,7-tetrahydrobenzofuran hydrochloride). The yield is 119.6%. As a reaction SMILES: [Cl:1][C:2]1[CH:7]=[CH:6][CH:5]=[C:4]([Cl:8])[C:3]=1[CH:9]1[CH2:18][C:17](=O)[C:12]2[C:13]([CH3:16])=[CH:14][O:15][C:11]=2[CH2:10]1.[C:20]([NH:23][NH2:24])([NH2:22])=[NH:21].Cl.Cl>C(O)C>[ClH:1].[Cl:1][C:2]1[CH:7]=[CH:6][CH:5]=[C:4]([Cl:8])[C:3]=1[CH:9]1[CH2:18]/[C:17](=[N:24]\[NH:23][C:20]([NH2:22])=[NH:21])/[C:12]2[C:13]([CH3:16])=[CH:14][O:15][C:11]=2[CH2:10]1 |f:1.2,5.6|. Procedure details: To a mixture of 6-(2,6-dichlorophenyl)-3-methyl-4,5,6,7-tetrahydrobenzofuran-4-one (0.42 g) and aminoguanidine hydrochloride (157 mg) were added ethanol (30 ml) and 6N hydrochloric acid (0.12 ml), and the mixture was stirred at 90° C. for 2 hours and cooled. The reaction solution was concentrated under reduced pressure, and the residue was washed with ethanol, ethyl acetate and isopropylether, and dried to give (E)-6-(2,6-dichlorophenyl)-4-guanidinoimino-3-methyl-4,5,6,7-tetrahydrobenzofuran hyd... The reactants are FC1=C(C=CC(=C1)I)NC=1C(=C2N(C(C1C)=O)CCO2)NS(=O)(=O)C2CC(C2)OCC2=CC=CC=C2 (3-Benzyloxy-cyclobutanesulfonic acid [7-(2-fluoro-4-iodo-phenylamino)-6-methyl-5-oxo-2,3-dihydro-5H-oxazolo[3,2-a]pyridin-8-yl]-amide), B(Cl)(Cl)Cl (BCl3). The solvent is C(Cl)Cl (DCM). Run at time 1 hour. Yields the product FC1=C(C=CC(=C1)I)NC=1C(=C2N(C(C1C)=O)CCO2)NS(=O)(=O)C2CC(C2)O (3-Hydroxy-cyclobutanesulfonic acid [7-(2-fluoro-4-iodo-phenylamino)-6-methyl-5-oxo-2,3-dihydro-5H-oxazolo[3,2-a]pyridin-8-yl]-amide). Yield: 29.2%. RXN SMILES: [F:1][C:2]1[CH:7]=[C:6]([I:8])[CH:5]=[CH:4][C:3]=1[NH:9][C:10]1[C:11]([NH:21][S:22]([CH:25]2[CH2:28][CH:27]([O:29]CC3C=CC=CC=3)[CH2:26]2)(=[O:24])=[O:23])=[C:12]2[O:20][CH2:19][CH2:18][N:13]2[C:14](=[O:17])[C:15]=1[CH3:16].B(Cl)(Cl)Cl>C(Cl)Cl>[F:1][C:2]1[CH:7]=[C:6]([I:8])[CH:5]=[CH:4][C:3]=1[NH:9][C:10]1[C:11]([NH:21][S:22]([CH:25]2[CH2:28][CH:27]([OH:29])[CH2:26]2)(=[O:23])=[O:24])=[C:12]2[O:20][CH2:19][CH2:18][N:13]2[C:14](=[O:17])[C:15]=1[CH3:16]. Procedure: 3-Benzyloxy-cyclobutanesulfonic acid [7-(2-fluoro-4-iodo-phenylamino)-6-methyl-5-oxo-2,3-dihydro-5H-oxazolo[3,2-a]pyridin-8-yl]-amide (180 mg, 0.288 mmol) in DCM (10 mL) was reacted with 1M BCl3 (0.86 mL, 0.864 mmol) at −78° C. The resulting mixture was stirred at room temperature for 1 hour. Purification by column chromatography on silica gel (4% MeOH in DCM), followed by preparative HPLC afforded 45 mg of the product (30% yield). Starting materials: BrC1=CC=C(O1)C1=NC=C(C#N)C=C1 (6-(5-Bromo-furan-2-yl)-nicotinonitrile), [Br-].C(#N)C1=CC=C(C[Zn+])C=C1 (p-cyanobenzyl zinc bromide). The reagents and catalysts are C1(=CC=CC=C1)P(C1=CC=CC=C1)C1=CC=CC=C1.C1(=CC=CC=C1)P(C1=CC=CC=C1)C1=CC=CC=C1.C1(=CC=CC=C1)P(C1=CC=CC=C1)C1=CC=CC=C1.C1(=CC=CC=C1)P(C1=CC=CC=C1)C1=CC=CC=C1.[Pd] (palladium tetrakis(triphenyl-phosphine)). Solvent: ClCCl (dichloromethane), O1CCCC1 (tetrahydrofuran). Conditions: time 24 hour. Yields the product C(#N)C1=CC=C(CC2=CC=C(O2)C2=NC=C(C#N)C=C2)C=C1 (6-[5-(4-Cyanobenzyl)furan-2-yl]nicotinonitrile). Isolated yield 48.0%. As a reaction SMILES: Br[C:2]1[O:6][C:5]([C:7]2[CH:14]=[CH:13][C:10]([C:11]#[N:12])=[CH:9][N:8]=2)=[CH:4][CH:3]=1.[Br-].[C:16]([C:18]1[CH:25]=[CH:24][C:21]([CH2:22][Zn+])=[CH:20][CH:19]=1)#[N:17]>O1CCCC1.ClCCl.C1(P(C2C=CC=CC=2)C2C=CC=CC=2)C=CC=CC=1.C1(P(C2C=CC=CC=2)C2C=CC=CC=2)C=CC=CC=1.C1(P(C2C=CC=CC=2)C2C=CC=CC=2)C=CC=CC=1.C1(P(C2C=CC=CC=2)C2C=CC=CC=2)C=CC=CC=1.[Pd]>[C:16]([C:18]1[CH:25]=[CH:24][C:21]([CH2:22][C:2]2[O:6][C:5]([C:7]3[CH:14]=[CH:13][C:10]([C:11]#[N:12])=[CH:9][N:8]=3)=[CH:4][CH:3]=2)=[CH:20][CH:19]=1)#[N:17] |f:1.2,5.6.7.8.9|. Procedure details: Continuing with Scheme 7, a solution of 2 (996 mg, 4 mmol) in tetrahydrofuran (25 mL) was added palladium tetrakis(triphenyl-phosphine) (228 mg) and p-cyanobenzyl zinc bromide (12 mL, 0.5 M in THF, 6 mmol). The reaction mixture was stirred 24 h at room temperature. The mixture was diluted with dichloromethane, washed with saturated NH4Cl and the organic layer was dried over anhydrous Na2SO4. After filtration and on concentration the residue was purified by chromatography (SiO2), hexanes (100–40%...